From a dataset of the Open Reaction Database (ORD), a public repository of structured organic reaction records. describe an organic reaction: reactants, conditions, products, and yield The product is ClC1=C(OC2C(CN(CC2)C=2N=NC=CN2)C)C=C(C=C1)C(F)(F)F (3-[4-(2-Chloro-5-trifluoromethyl-phenoxy)-3-methyl-piperidin-1-yl]-[1,2,4]triazine), example 8. The reactants are ClC1=C(C=C(C=C1)C(F)(F)F)O (2-chloro-5-trifluoromethylphenol), CC1CN(CCC1O)C=1N=NC=CN1 (3-Methyl-1-[1,2,4]triazin-3-yl-piperidin-4-ol). Yield: 38.0%. Procedure: Compound 37 is prepared from 2-chloro-5-trifluoromethylphenol and intermediate 5c according to synthesis method 3 under the operating conditions described for example 8 (38% yield). Reaction SMILES: [Cl:1][C:2]1[CH:7]=[CH:6][C:5]([C:8]([F:11])([F:10])[F:9])=[CH:4][C:3]=1[OH:12].[CH3:13][CH:14]1[CH:19](O)[CH2:18][CH2:17][N:16]([C:21]2[N:22]=[N:23][CH:24]=[CH:25][N:26]=2)[CH2:15]1>>[Cl:1][C:2]1[CH:7]=[CH:6][C:5]([C:8]([F:10])([F:11])[F:9])=[CH:4][C:3]=1[O:12][CH:19]1[CH2:18][CH2:17][N:16]([C:21]2[N:22]=[N:23][CH:24]=[CH:25][N:26]=2)[CH2:15][CH:14]1[CH3:13]. Reactants: C1(CCC1)N1CC2C(C2C1)C(=O)O (3-cyclobutyl-3-aza bicyclo[3.1.0]hexane-6-carboxylic acid), P(=O)(Cl)(Cl)Cl (phosphoryl chloride), NC1=C2CCCOC2=C(C=C1Cl)C(=O)NN (5-amino-6-chloro chroman-8-carboxylic acid hydrazide). Reaction conditions: time 15 minute. Product: ClC=1C(=C2CCCOC2=C(C1)C=1OC(=NN1)C1C2CN(CC12)C1CCC1)N (6-chloro-8-[5-(3-cyclobutyl-3-aza bicyclo[3.1.0]hex-6-yl)-[1,3,4]oxadiazol-2-yl]chroman-5-yl amine). Isolated yield 14.1%. Reaction SMILES: [CH:1]1([N:5]2[CH2:10][CH:9]3[CH:7]([CH:8]3[C:11]([OH:13])=O)[CH2:6]2)[CH2:4][CH2:3][CH2:2]1.P(Cl)(Cl)(Cl)=O.[NH2:19][C:20]1[C:29]([Cl:30])=[CH:28][C:27]([C:31]([NH:33][NH2:34])=O)=[C:26]2[C:21]=1[CH2:22][CH2:23][CH2:24][O:25]2>>[Cl:30][C:29]1[C:20]([NH2:19])=[C:21]2[C:26](=[C:27]([C:31]3[O:13][C:11]([CH:8]4[CH:7]5[CH:9]4[CH2:10][N:5]([CH:1]4[CH2:2][CH2:3][CH2:4]4)[CH2:6]5)=[N:34][N:33]=3)[CH:28]=1)[O:25][CH2:24][CH2:23][CH2:22]2. Procedure: To 3-cyclobutyl-3-aza bicyclo[3.1.0]hexane-6-carboxylic acid (74 mg, 0.40 mmol, obtained in preparation 8) was added phosphoryl chloride (1 mL). The mixture was stirred for 15 minutes and 5-amino-6-chloro chroman-8-carboxylic acid hydrazide (80 mg, 0.33 mmol) was added. The reaction mixture was gradually heated to reflux for 1 hour. The reaction mixture was cooled to room temperature, triturated with hexanes (2×20 mL) and the crude mass was basified with aqueous sodium bicarbonate solution. The ... Starting materials: CC(OCc1ccccc1)C(CO[Si](C)(C)C(C)(C)C)NC(c1ccccc1)(c1ccccc1)c1ccccc1, CC(=O)O, ClCCl, N#N, [Na+], [OH-]. The product is CC(OCc1ccccc1)C(N)CO[Si](C)(C)C(C)(C)C. RXN SMILES: [CH2:1]([c:2]1[cH:3][cH:4][cH:5][cH:6][cH:7]1)[O:8][CH:9]([CH:10]([CH2:11][O:12][Si:13]([CH3:14])([CH3:15])[C:16]([CH3:17])([CH3:18])[CH3:19])[NH:20][C:21]([c:22]1[cH:23][cH:24][cH:25][cH:26][cH:27]1)([c:28]1[cH:29][cH:30][cH:31][cH:32][cH:33]1)[c:34]1[cH:35][cH:36][cH:37][cH:38][cH:39]1)[CH3:40].[CH3:48][C:49](=[O:50])[OH:51].[Cl:45][CH2:46][Cl:47].[N:41]#[N:42].[Na+:44].[OH-:43]>>[CH2:1]([c:2]1[cH:3][cH:4][cH:5][cH:6][cH:7]1)[O:8][CH:9]([CH:10]([CH2:11][O:12][Si:13]([CH3:14])([CH3:15])[C:16]([CH3:17])([CH3:18])[CH3:19])[NH2:20])[CH3:40]. The reactants are FC=1C(=C(C=C(C1OC)F)[N+](=O)[O-])OC (3,5-difluoro-2,4-dimethoxynitrobenzene). The reagents and catalysts are [Pd].[C] (Pd carbon). The solvent is C(C)O.C(C)(=O)OCC (ethanol ethyl acetate). Product: NC1=C(C(=C(C(=C1)F)OC)F)OC (1-amino-3,5-difluoro-2,4-dimethoxybenzene). As a reaction SMILES: [F:1][C:2]1[C:3]([O:14][CH3:15])=[C:4]([N+:11]([O-])=O)[CH:5]=[C:6]([F:10])[C:7]=1[O:8][CH3:9]>C(O)C.C(OCC)(=O)C.[Pd].[C]>[NH2:11][C:4]1[CH:5]=[C:6]([F:10])[C:7]([O:8][CH3:9])=[C:2]([F:1])[C:3]=1[O:14][CH3:15] |f:1.2,3.4|. Reported procedure: The nitro group of 3,5-difluoro-2,4-dimethoxynitrobenzene (10.9 g, 49.7 mmol) is reduced by catalytic hydrogenation at 40 psi in ethanol/ethyl acetate over 10% Pd/carbon. Progress is monitored by TLC. When the reaction is complete, the catalyst is collected on a diatomaceous earth pad over a glass frit via filtration. The filtrate is concentrated in vacuo, giving pure 1-amino-3,5-difluoro2,4-dimethoxybenzene (2) as 9.40 g (99.8%) of a clear, pale brown oil: 1H NMR (CDCl3) 6.25 (dd, 1H), 3.89 (tw... The reactants are (dibenzyli-denacetone)dipaladium, COC(=O)C=1SC(=CC1Br)C1=CC=CC=C1 (3-Bromo-5-phenyl-thiophene-2-carboxylic acid methyl ester), C1(CC1)N (cyclopropylamine), C([O-])([O-])=O.[Cs+].[Cs+] (cesium carbonate), C=1C=CC(=CC1)P(C=2C=CC=CC2)C3=CC=C4C=CC=CC4=C3C5=C6C=CC=CC6=CC=C5P(C=7C=CC=CC7)C=8C=CC=CC8 (BINAP). Solvent: C1(=CC=CC=C1)C (toluene). Reaction conditions: temperature 110 celsius, time 16 hour. Product: COC(=O)C=1SC(=CC1NC1CC1)C1=CC=CC=C1 (3-Cyclopropylamino-5-phenyl-thiophene-2-carboxylic acid methyl ester). Yield: 21.4%. As a reaction SMILES: [CH3:1][O:2][C:3]([C:5]1[S:6][C:7]([C:11]2[CH:16]=[CH:15][CH:14]=[CH:13][CH:12]=2)=[CH:8][C:9]=1Br)=[O:4].[CH:17]1([NH2:20])[CH2:19][CH2:18]1.C(=O)([O-])[O-].[Cs+].[Cs+].C1C=CC(P(C2C(C3C(P(C4C=CC=CC=4)C4C=CC=CC=4)=CC=C4C=3C=CC=C4)=C3C(C=CC=C3)=CC=2)C2C=CC=CC=2)=CC=1>C1(C)C=CC=CC=1>[CH3:1][O:2][C:3]([C:5]1[S:6][C:7]([C:11]2[CH:16]=[CH:15][CH:14]=[CH:13][CH:12]=2)=[CH:8][C:9]=1[NH:20][CH:17]1[CH2:19][CH2:18]1)=[O:4] |f:2.3.4|. Reported procedure: To a solution of 3-Bromo-5-phenyl-thiophene-2-carboxylic acid methyl ester (250 mg, 0.89 mmol) in toluene (25 ml) was added cyclopropylamine (57 mg, 1.0 mmol), cesium carbonate (382 mg, 1.2 mmol), BINAP (50 mg, 0.08 mmol) and tris (dibenzyli-denacetone)dipaladium (0) (38 mg, 0.04 mmol). The reaction mixture was stirred for 16 h at 110° C. in a sealed tube. The mixture was partitioned between toluene (20 mL) and water (20 mL) and the organic layer was separated. The aqueous phase was washed twice... Reactants: ClCCl, CS(=O)(=O)c1ccc2c(c1)cc(C(O)c1nccs1)n2Cc1ccc(F)cc1. Product: CS(=O)(=O)c1ccc2c(c1)cc(C(=O)c1nccs1)n2Cc1ccc(F)cc1. As a reaction SMILES: [Cl:29][CH2:30][Cl:31].[F:1][c:2]1[cH:3][cH:4][c:5]([CH2:6][n:7]2[c:8]([CH:20]([OH:21])[c:22]3[s:23][cH:24][cH:25][n:26]3)[cH:9][c:10]3[cH:11][c:12]([S:16](=[O:17])(=[O:18])[CH3:19])[cH:13][cH:14][c:15]23)[cH:27][cH:28]1>>[F:1][c:2]1[cH:3][cH:4][c:5]([CH2:6][n:7]2[c:8]([C:20](=[O:21])[c:22]3[s:23][cH:24][cH:25][n:26]3)[cH:9][c:10]3[cH:11][c:12]([S:16](=[O:17])(=[O:18])[CH3:19])[cH:13][cH:14][c:15]23)[cH:27][cH:28]1. Yield: 85.0%. Reported procedure: A solution of 0.304 g (0.621 mmole) of 86 in 10 mL of NH3 /MeOH was stirred in a pressure bottle at room temperature for 5 h. The reaction mixture was evaporated and coevaporated with MeOH (3×, bath temperature<40° C.). The residue was recrystallized from MeOH to give 0.192 g (85%) of 87 as white crystals. MP 154°-155° C. MS (CI) m/e 362.9735 (40%, MH+ =362.9747). 1H NMR (DMSO-d6): d 8.01 (d, 1, 7-H, J7-6 =8.5 Hz), 7.87 (d, 1, 4-H, J4-6 =2.0 Hz), 7.41 (dd, 1, 6-H), 5.89 (d, 1, 1'-H, J1'-2' =8.0 ... Product: BrC1=CC2=C(N(C(=N2)Cl)[C@H]2[C@H](O)[C@H](O)[C@H](O2)CO)C=C1 (5-Bromo-2-chloro-1-(β-D-ribofuranosyl)benzimidazole). As a reaction SMILES: [Cl:1][C:2]1[N:6]([C@@H:7]2[O:19][C@H:18]([CH2:20][O:21]C(=O)C)[C@@H:13]([O:14]C(=O)C)[C@H:8]2[O:9]C(=O)C)[C:5]2[CH:25]=[CH:26][C:27]([Br:29])=[CH:28][C:4]=2[N:3]=1>N.CO>[Br:29][C:27]1[CH:26]=[CH:25][C:5]2[N:6]([C@@H:7]3[O:19][C@H:18]([CH2:20][OH:21])[C@@H:13]([OH:14])[C@H:8]3[OH:9])[C:2]([Cl:1])=[N:3][C:4]=2[CH:28]=1 |f:1.2|. Reactants: ClC1=NC2=C(N1[C@H]1[C@H](OC(C)=O)[C@H](OC(C)=O)[C@H](O1)COC(C)=O)C=CC(=C2)Br (2-Chloro-5-bromo-1-(2,3,5-tri-O-acetyl-β-D-ribofuranosyl)benzimidazole). Run in N.CO (NH3 MeOH). Starting materials: CCOCC, ClP(Cl)(Cl)(Cl)Cl, O=C(O)CCc1nn(-c2ccc(F)cc2)cc1-c1ccc(Cl)cc1. Yields the product [Cl-], O=C(O)CCc1nn(-c2ccc(F)cc2)cc1-c1ccc(Cl)cc1. RXN SMILES: [CH3:31][CH2:32][O:33][CH2:34][CH3:35].[Cl:1][P:2]([Cl:3])([Cl:4])([Cl:5])[Cl:6].[Cl:7][c:8]1[cH:9][cH:10][c:11](-[c:14]2[c:15]([CH2:26][CH2:27][C:28](=[O:29])[OH:30])[n:16][n:17](-[c:19]3[cH:20][cH:21][c:22]([F:25])[cH:23][cH:24]3)[cH:18]2)[cH:12][cH:13]1>>[Cl-:1].[Cl:7][c:8]1[cH:9][cH:10][c:11](-[c:14]2[c:15]([CH2:26][CH2:27][C:28](=[O:29])[OH:30])[n:16][n:17](-[c:19]3[cH:20][cH:21][c:22]([F:25])[cH:23][cH:24]3)[cH:18]2)[cH:12][cH:13]1. Conditions: temperature 0 celsius, time 16 hour. As a reaction SMILES: [Br:1][C:2]1[CH:7]=[CH:6][C:5]([OH:8])=[C:4]([C:9]([F:12])([F:11])[F:10])[CH:3]=1.O[CH2:14][CH2:15][CH:16]1[CH2:19][N:18]([C:20]([O:22][C:23]([CH3:26])([CH3:25])[CH3:24])=[O:21])[CH2:17]1.C1(P(C2C=CC=CC=2)C2C=CC=CC=2)C=CC=CC=1.CC(OC(/N=N/C(OC(C)C)=O)=O)C>C(Cl)Cl>[Br:1][C:2]1[CH:7]=[CH:6][C:5]([O:8][CH2:14][CH2:15][CH:16]2[CH2:19][N:18]([C:20]([O:22][C:23]([CH3:24])([CH3:26])[CH3:25])=[O:21])[CH2:17]2)=[C:4]([C:9]([F:10])([F:11])[F:12])[CH:3]=1. Procedure: 4-Bromo-2-(trifluoromethyl)phenol (3 g), tert-butyl 3-(2-hydroxyethyl)azetidine-1-carboxylate (2.81 g) and triphenylphosphine (3.92 g) were dissolved in DCM (25 ml). The reaction mixture was placed under a nitrogen atmosphere and cooled to 0° C. then DIAD (2.94 ml) was added dropwise. The mixture was stirred at room temperature for 16 hours then solvent evaporated under reduced pressure. The resulting residue was dissolved in ether (10 ml), heptane (15 mL) was then added and the suspension stirr... Solvent: C(Cl)Cl (DCM). Product: BrC1=CC(=C(OCCC2CN(C2)C(=O)OC(C)(C)C)C=C1)C(F)(F)F (tert-butyl 3-(2-(4-bromo-2-(trifluoromethyl)phenoxy)ethyl)azetidine-1-carboxylate). The yield is 52.6%. The reactants are CC(C)OC(=O)/N=N/C(=O)OC(C)C (DIAD), BrC1=CC(=C(C=C1)O)C(F)(F)F (4-Bromo-2-(trifluoromethyl)phenol), OCCC1CN(C1)C(=O)OC(C)(C)C (tert-butyl 3-(2-hydroxyethyl)azetidine-1-carboxylate), C1(=CC=CC=C1)P(C1=CC=CC=C1)C1=CC=CC=C1 (triphenylphosphine).